This data is from the Open Reaction Database (ORD), a public repository of structured organic reaction records. The task is: describe an organic reaction: reactants, conditions, products, and yield Procedure: To a stirred mixture of 45.3 parts of 1,2,3-trichloro-5-nitrobenzene, 300 parts of a 50% aqueous sodium hydroxide solution, 5 parts of N,N,N-triethylbenzenemethanaminium chloride and 360 parts of tetrahydrofuran is added dropwise, during a 5 minutes period, a solution of 33.3 parts of 4-chlorobenzene-acetonitrile in 90 parts of tetrahydrofuran. Upon completion, stirring is continued for 4 hours at 50 degrees C. The reaction mixture is poured into 1500 parts of crushed ice and acidified with conc... Yields the product 63.8, ClC1=C(C(=CC(=C1)[N+](=O)[O-])Cl)C(C#N)C1=CC=C(C=C1)Cl (2,6-dichloro-α-(4-chlorophenyl)-4-nitrobenzeneacetonitrile). Run in O1CCCC1 (tetrahydrofuran), O1CCCC1 (tetrahydrofuran). Starting materials: 33.3, 45.3, ClC1=C(C(=CC(=C1)[N+](=O)[O-])Cl)Cl (1,2,3-trichloro-5-nitrobenzene), [OH-].[Na+] (sodium hydroxide), Cl (hydrochloric acid), ClC1=CC=C(C=C1)CC#N (4-chlorobenzene-acetonitrile). RXN SMILES: [Cl:1][C:2]1[CH:7]=[C:6]([N+:8]([O-:10])=[O:9])[CH:5]=[C:4]([Cl:11])[C:3]=1Cl.[OH-].[Na+].[Cl:15][C:16]1[CH:21]=[CH:20][C:19]([CH2:22][C:23]#[N:24])=[CH:18][CH:17]=1.Cl>[Cl-].C([N+](CC)(CC)CC1C=CC=CC=1)C.O1CCCC1>[Cl:11][C:4]1[CH:5]=[C:6]([N+:8]([O-:10])=[O:9])[CH:7]=[C:2]([Cl:1])[C:3]=1[CH:22]([C:19]1[CH:20]=[CH:21][C:16]([Cl:15])=[CH:17][CH:18]=1)[C:23]#[N:24] |f:1.2,5.6|. Run at time 4 hour. Isolated yield 93.3%. The reagents and catalysts are [Cl-].C(C)[N+](CC1=CC=CC=C1)(CC)CC (N,N,N-triethylbenzenemethanaminium chloride). Reactants: O (Water), solution, FC(COC=1C=C(C=CC1)C=1N=C(SC1)CN1N=CC(=C1)C(=O)OCC)(F)F (ethyl 1-({4-[3-(2,2,2-trifluoroethoxy)phenyl]-1,3-thiazol-2-yl}methyl)-1H-pyrazole-4-carboxylate), [OH-].[Na+] (sodium hydroxide). Solvent: C(C)O (ethanol). Run at time 8 hour. The product is FC(COC=1C=C(C=CC1)C=1N=C(SC1)CN1N=CC(=C1)C(=O)O)(F)F (1-({4-[3-(2,2,2-trifluoroethoxy)phenyl]-1,3-thiazol-2-yl}methyl)-1H-pyrazole-4-carboxylic acid). Isolated yield 49.5%. As a reaction SMILES: [F:1][C:2]([F:28])([F:27])[CH2:3][O:4][C:5]1[CH:6]=[C:7]([C:11]2[N:12]=[C:13]([CH2:16][N:17]3[CH:21]=[C:20]([C:22]([O:24]CC)=[O:23])[CH:19]=[N:18]3)[S:14][CH:15]=2)[CH:8]=[CH:9][CH:10]=1.[OH-].[Na+].O>C(O)C>[F:28][C:2]([F:1])([F:27])[CH2:3][O:4][C:5]1[CH:6]=[C:7]([C:11]2[N:12]=[C:13]([CH2:16][N:17]3[CH:21]=[C:20]([C:22]([OH:24])=[O:23])[CH:19]=[N:18]3)[S:14][CH:15]=2)[CH:8]=[CH:9][CH:10]=1 |f:1.2|. Procedure details: To a solution (2 mL) of the compound (24 mg, 0.058 mmol) obtained in Example 38d in ethanol was added 2N aqueous sodium hydroxide solution (0.12 ml, 0.24 mmol), and the mixture was stirred at room temperature overnight. Water was added to the reaction mixture, and the aqueous layer was washed with diethyl ether, neutralized with 1N aqueous hydrochloric acid solution, and the mixture was extracted with ethyl acetate. The obtained organic layer was washed with saturated brine, and dried over anhyd... Reactants: C(C=C)NCCN1N=CC2=CC=C(C=C12)C1=CSC=C1 (1-(2-(N-allylamino)ethyl)-6-(3-thienyl)-1H-indazole). Reagents/catalysts: [Pd] (palladium on carbon). Run in C(C)(=O)OCC (ethyl acetate). Reaction conditions: time 1 hour. Yields the product C(CC)NCCN1N=CC2=CC=C(C=C12)C1=CSC=C1 (1-(2-(N-propylamino)ethyl)-6-(3-thienyl)-1H-indazole). The yield is 80.7%. As a reaction SMILES: [CH2:1]([NH:4][CH2:5][CH2:6][N:7]1[C:15]2[C:10](=[CH:11][CH:12]=[C:13]([C:16]3[CH:20]=[CH:19][S:18][CH:17]=3)[CH:14]=2)[CH:9]=[N:8]1)[CH:2]=[CH2:3]>[Pd].C(OCC)(=O)C>[CH2:1]([NH:4][CH2:5][CH2:6][N:7]1[C:15]2[C:10](=[CH:11][CH:12]=[C:13]([C:16]3[CH:20]=[CH:19][S:18][CH:17]=3)[CH:14]=2)[CH:9]=[N:8]1)[CH2:2][CH3:3]. Reported procedure: A small scoop of palladium on carbon (10%˜10 mg, catalytic) was added to a solution of 1-(2-(N-allylamino)ethyl)-6-(3-thienyl)-1H-indazole (15 mg, 0.053 mmol) in ethyl acetate (1 mL). The resulting mixture was stirred under an atmosphere of hydrogen gas in a balloon for 1 h. Filtration through an SPE cartridge (Supelco, 6 mL, silica gel, 1000 mg, gradient from 0-10% 2M methanolic ammonia in ethyl acetate) gave the title product (12.2 mg, 81%). Reactants: P(=O)(Cl)(Cl)Cl (phosphorus oxychloride), OCCN1CC(CC2=CC=CC=C12)O (1-(2-hydroxyethyl)-3-hydroxy-1,2,3,4-tetrahydroquinoline), Br (hydrobromide), N(C1=CC=CC=C1)CCO (2-anilinoethanol), C(Cl)C1CO1 (epichlorohydrin). Run in C(Cl)(Cl)Cl (chloroform), C(C)(C)O (isopropanol). Run at time 4 hour. Product: Cl.ClCCN1C(CC2=CC=CC=C12)CCl (1-(2-chloroethyl)-2-chloromethylindoline hydrochloride). RXN SMILES: P(Cl)(Cl)([Cl:3])=O.OCCN1C2C(=CC=CC=2)CC(O)C1.Br.[NH:21]([CH2:28][CH2:29]O)[C:22]1[CH:27]=[CH:26][CH:25]=[CH:24][CH:23]=1.[CH2:31]([CH:33]1O[CH2:34]1)[Cl:32]>C(O)(C)C.C(Cl)(Cl)Cl>[ClH:3].[Cl:3][CH2:29][CH2:28][N:21]1[C:22]2[C:27](=[CH:26][CH:25]=[CH:24][CH:23]=2)[CH2:34][CH:33]1[CH2:31][Cl:32] |f:7.8|. Procedure: A solution of 184 ml. of phosphorus oxychloride in 180 ml. of chloroform is added dropwise, with stirring, to a solution of 235 g. of 1-(2-hydroxyethyl)-3-hydroxy-1,2,3,4-tetrahydroquinoline (an oil, hydrobromide, m.p. 167°), obtainable by dropwise addition of 2-anilinoethanol to a solution of epichlorohydrin in isopropanol, boiling for 4 hours, evaporating and heating the residue at 160° for 3 hours in diethylaniline/cyclohexanol, in 355 ml. of chloroform. The mixture is boiled for 2 hours more... Starting materials: C(=O)[C@@H]1[C@H]2CC(O[C@H]2C[C@H]1OC(C1=CC=CC=C1)=O)=O ((1S,5R,6R,7R)-6-formyl-7-benzoyloxy-2-oxabicyclo[3.3.0]octan-3-one), O=C(C=P(C1=CC=CC=C1)(C1=CC=CC=C1)C1=CC=CC=C1)CC#CCC ((2-oxo-4-heptynylidene)-triphenylphosphorane). Run in C1(=CC=CC=C1)C (toluene). The product is C(C1=CC=CC=C1)(=O)O[C@H]1[C@@H]([C@H]2CC(O[C@H]2C1)=O)\C=C\C(CC#CCC)=O ((1S,5R,6R,7R)-7-benzoyloxy-6-[(1E)-3-oxo-1-octen-5-ynyl]-2-oxabicyclo[3.3.0]octan-3-one). Isolated yield 98.1%. As a reaction SMILES: [CH:1]([C@H:3]1[C@H:10]([O:11][C:12](=[O:19])[C:13]2[CH:18]=[CH:17][CH:16]=[CH:15][CH:14]=2)[CH2:9][C@H:8]2[C@@H:4]1[CH2:5][C:6](=[O:20])[O:7]2)=O.[O:21]=[C:22]([CH2:43][C:44]#[C:45][CH2:46][CH3:47])[CH:23]=P(C1C=CC=CC=1)(C1C=CC=CC=1)C1C=CC=CC=1>C1(C)C=CC=CC=1>[C:12]([O:11][C@@H:10]1[CH2:9][C@H:8]2[C@H:4]([CH2:5][C:6](=[O:20])[O:7]2)[C@H:3]1/[CH:1]=[CH:23]/[C:22](=[O:21])[CH2:43][C:44]#[C:45][CH2:46][CH3:47])(=[O:19])[C:13]1[CH:18]=[CH:17][CH:16]=[CH:15][CH:14]=1. Procedure details: A solution of 7.4 g of (1S,5R,6R,7R)-6-formyl-7-benzoyloxy-2-oxabicyclo[3.3.0]octan-3-one (E. J. Corey et al., J. Chem. Soc., 91, 5675 (1969)) and 10.3 g of the phosphorane prepared in Example (23b) in 200 ml of absolute toluene is stirred at room temperature for 5.5 hours. The reaction solution is concentrated in vacuo and the residue is chromatographed over silica gel by gradient elution in hexane/40% ethyl acetate. 9.7 g of the title compound are obtained.